From a dataset of the Open Reaction Database (ORD), a public repository of structured organic reaction records. describe an organic reaction: reactants, conditions, products, and yield Reactants: CC=1C=C(C=C(C1)C)SC1=CN=C(N1)C (5-(3,5-dimethylphenylthio)-2-methyl-1H-imidazole), CO.C(Cl)Cl (methanol methylene chloride). The product is CC=1C=C(C=C(C1)C)SC1=C(N=C(N1)C)CO ([5-(3,5-dimethylphenylthio)-2-methyl-1H-imidazol-4-yl]methanol). Yield: 21.0%. RXN SMILES: [CH3:1][C:2]1[CH:3]=[C:4]([S:9][C:10]2[NH:14][C:13]([CH3:15])=[N:12][CH:11]=2)[CH:5]=[C:6]([CH3:8])[CH:7]=1.[CH3:16][OH:17].C(Cl)Cl>>[CH3:8][C:6]1[CH:5]=[C:4]([S:9][C:10]2[NH:14][C:13]([CH3:15])=[N:12][C:11]=2[CH2:16][OH:17])[CH:3]=[C:2]([CH3:1])[CH:7]=1 |f:1.2|. Procedure: Heated was a solution of 7.0 g (3.2 mmol)of 5-(3,5-dimethylphenylthio)-2-methyl-1H-imidazole (5b)in 37% aqueous formaline (20 ml)at 120° C. for 15 hours in a sealed tube. The reaction mixture was dissolved in methanol/methylene chloride, and the aqueous layer was separated off. The organic layer was dried over sodium sulfate, and the solvent was distilled off under reduced pressure. The residue was purified by silica gel chromatography (methanol:ethyl acetate=2:98), and the crude product was was... Procedure details: The title compound was prepared by a procedure similar to that described for D30 starting from 2-(trifluoromethyl)pyridin-4-ol and 3,4,5-trifluorobenzaldehyde. Reactants: FC(C1=NC=CC(=C1)O)(F)F (2-(trifluoromethyl)pyridin-4-ol), FC=1C=C(C=O)C=C(C1F)F (3,4,5-trifluorobenzaldehyde). Reaction SMILES: [F:1][C:2]([F:11])([F:10])[C:3]1[CH:8]=[C:7]([OH:9])[CH:6]=[CH:5][N:4]=1.[F:12][C:13]1[CH:14]=[C:15]([CH:18]=[C:19]([F:22])[C:20]=1F)[CH:16]=[O:17]>>[F:12][C:13]1[CH:14]=[C:15]([CH:18]=[C:19]([F:22])[C:20]=1[O:9][C:7]1[CH:6]=[CH:5][N:4]=[C:3]([C:2]([F:1])([F:10])[F:11])[CH:8]=1)[CH:16]=[O:17]. Yields the product FC=1C=C(C=O)C=C(C1OC1=CC(=NC=C1)C(F)(F)F)F (3,5-difluoro-4-((2-(trifluoromethyl)pyridin-4-yl)oxy)benzaldehyde). The reactants are CS(=O)(=O)CC1=NC(=NC(=C1)N1CCOCC1)C1=CC=C(N)C=C1 (4-[4-(Methylsulfonylmethyl)-6-morpholin-4-yl-pyrimidin-2-yl]aniline), C(C)(C)N=C=O (isoproylisocyanate). Solvent: O1CCOCC1 (dioxane). Product: CS(=O)(=O)CC1=NC(=NC(=C1)N1CCOCC1)C1=CC=C(C=C1)NC(NC(C)C)=O (3-[4-[4-(Methylsulfonylmethyl)-6-morpholin-4-yl-pyrimidin-2-yl]phenyl]-1-propan-2-yl-urea). The yield is 43.8%. As a reaction SMILES: [CH3:1][S:2]([CH2:5][C:6]1[CH:11]=[C:10]([N:12]2[CH2:17][CH2:16][O:15][CH2:14][CH2:13]2)[N:9]=[C:8]([C:18]2[CH:24]=[CH:23][C:21]([NH2:22])=[CH:20][CH:19]=2)[N:7]=1)(=[O:4])=[O:3].[CH:25]([N:28]=[C:29]=[O:30])([CH3:27])[CH3:26]>O1CCOCC1>[CH3:1][S:2]([CH2:5][C:6]1[CH:11]=[C:10]([N:12]2[CH2:17][CH2:16][O:15][CH2:14][CH2:13]2)[N:9]=[C:8]([C:18]2[CH:24]=[CH:23][C:21]([NH:22][C:29](=[O:30])[NH:28][CH:25]([CH3:27])[CH3:26])=[CH:20][CH:19]=2)[N:7]=1)(=[O:4])=[O:3]. Procedure details: 4-[4-(Methylsulfonylmethyl)-6-morpholin-4-yl-pyrimidin-2-yl]aniline (70 mg, 0.2 mmol) and isoproylisocyanate (0.1 mL, 1 mmol) were heated in dioxane (2 mL) at 70° C. for 4 hours. The reaction mixture was evaporated and the residue triturated with ethyl acetate. The suspension was filtered and the white solid washed with ethyl acetate and diethyl ether then dried under vacuum at 60° C. overnight to yield the title compound (38 mg). The reactants are NC1=CC=C(C=C1)CC(=O)O (p-aminophenylacetic acid), C(C)(C)(C)C=1C=C(C(=O)Cl)C=C(C1O)C(C)(C)C (3,5-di-t-butyl-4-hydroxybenzoyl chloride). The yield is 11.6%. Procedure details: A suspension of 9.2g (0.061 mole) of p-aminophenylacetic acid in 150 ml of 1,2-dimethoxyethane was added to a suspension of 8.0g (0.0298 mole) of 3,5-di-t-butyl-4-hydroxybenzoyl chloride in 100 ml of 1,2-dimethoxyethane, and the resulting mixture was stirred at room temperature for 12 hours. The reaction mixture was then filtered. The filtrate was thereafter diluted with water and chilled. The resulting precipitate was collected and recrystallized from a mixture of ethanol and water to give 1.32... Run in COCCOC (1,2-dimethoxyethane), COCCOC (1,2-dimethoxyethane). Yields the product C(C)(C)(C)C=1C=C(C(=O)NC2=CC=C(C=C2)CC(=O)O)C=C(C1O)C(C)(C)C (4-(3,5-di-t-butyl-4-hydroxybenzamido)phenylacetic acid). Reaction SMILES: [NH2:1][C:2]1[CH:7]=[CH:6][C:5]([CH2:8][C:9]([OH:11])=[O:10])=[CH:4][CH:3]=1.[C:12]([C:16]1[CH:17]=[C:18]([CH:22]=[C:23]([C:26]([CH3:29])([CH3:28])[CH3:27])[C:24]=1[OH:25])[C:19](Cl)=[O:20])([CH3:15])([CH3:14])[CH3:13]>COCCOC>[C:26]([C:23]1[CH:22]=[C:18]([CH:17]=[C:16]([C:12]([CH3:15])([CH3:14])[CH3:13])[C:24]=1[OH:25])[C:19]([NH:1][C:2]1[CH:3]=[CH:4][C:5]([CH2:8][C:9]([OH:11])=[O:10])=[CH:6][CH:7]=1)=[O:20])([CH3:29])([CH3:28])[CH3:27]. Run at time 12 hour. Conditions: temperature 45 celsius, time 14 day. The solvent is P(=O)([O-])([O-])[O-].[K+].[K+].[K+] (potassium phosphate). As a reaction SMILES: [NH2:1][C:2]1[N:10]=[C:9]2[C:5]([N:6]=[CH:7][NH:8]2)=[C:4]([N:11]([CH2:14][CH3:15])[CH2:12][CH3:13])[N:3]=1.[F:16][C@@H:17]1[C@@H:21]([CH2:22][OH:23])[O:20][C@@H:19](N2C=CC(=O)NC2=O)[CH2:18]1.[N-]=[N+]=[N-].[K+].[C@@H]1(N2C=C(C)C(=O)NC2=O)O[C@H](CO)[C@@H](O)C1>P([O-])([O-])([O-])=O.[K+].[K+].[K+]>[NH2:1][C:2]1[N:10]=[C:9]2[C:5]([N:6]=[CH:7][N:8]2[C@@H:19]2[O:20][C@H:21]([CH2:22][OH:23])[C@@H:17]([F:16])[CH2:18]2)=[C:4]([N:11]([CH2:14][CH3:15])[CH2:12][CH3:13])[N:3]=1 |f:2.3,5.6.7.8|. Procedure: 2-Amino-6-diethylamino-9H-purine (0.47 g 2.3 mmoles) and 2',3'-dideoxy-3'-fluorouridine (0.41 g, 1.8 mmoles) were suspended in potassium phosphate buffer (10 mM) 50 ml), pH 6.8, containing 0.04% potassium azide. Purified purine nucleoside phosphorylase (5350 units) and thymidine phosphorylase (2000 unit (Krenitsky et al., Biochemistry, 20, 3615 (1981) and U.S. Pat. No. 4,381,344) were added to the reaction mixture and the suspension stirred at 45° C. After 14 days, additional purine nucleoside p... Starting materials: NC1=NC(=C2N=CNC2=N1)N(CC)CC (2-Amino-6-diethylamino-9H-purine), purine nucleoside, [C@@H]1(C[C@H](O)[C@@H](CO)O1)N1C(=O)NC(=O)C(C)=C1 (thymidine), F[C@H]1C[C@@H](O[C@@H]1CO)N1C(=O)NC(=O)C=C1 (2',3'-dideoxy-3'-fluorouridine), [N-]=[N+]=[N-].[K+] (potassium azide), purine nucleoside, [C@@H]1(C[C@H](O)[C@@H](CO)O1)N1C(=O)NC(=O)C(C)=C1 (thymidine). The product is NC1=NC(=C2N=CN(C2=N1)[C@H]1C[C@@H]([C@H](O1)CO)F)N(CC)CC (2-amino-6-diethylamino-9-(2,3-dideoxy-3-fluoro-β-D-erythro-pentofuranosyl)-9H-purine). The reactants are C(CCCCC)C1=C(C=CC(=C1)CCCCCCCCCCCCCC)O (2-hexyl-4-tetradecylphenol), [H-].[Na+] (sodium hydride), S(C)(=O)(=O)[O-] (mesylate), CC1(OCC(O1)CO)C (solketal). Solvent: CN(C=O)C (dimethylformamide), CN(C=O)C (dimethylformamide). The product is C(CCCCC)C1=C(OCC2OC(OC2)(C)C)C=CC(=C1)CCCCCCCCCCCCCC (4-[(2-Hexyl-4-tetradecylphenoxy)methyl]-2,2-dimethyl-1,3-dioxolane). RXN SMILES: [H-].[Na+].[CH2:3]([C:9]1[CH:14]=[C:13]([CH2:15][CH2:16][CH2:17][CH2:18][CH2:19][CH2:20][CH2:21][CH2:22][CH2:23][CH2:24][CH2:25][CH2:26][CH2:27][CH3:28])[CH:12]=[CH:11][C:10]=1[OH:29])[CH2:4][CH2:5][CH2:6][CH2:7][CH3:8].S([O-])(=O)(=O)C.[CH3:35][C:36]1([CH3:43])[O:40][CH:39]([CH2:41]O)[CH2:38][O:37]1>CN(C)C=O>[CH2:3]([C:9]1[CH:14]=[C:13]([CH2:15][CH2:16][CH2:17][CH2:18][CH2:19][CH2:20][CH2:21][CH2:22][CH2:23][CH2:24][CH2:25][CH2:26][CH2:27][CH3:28])[CH:12]=[CH:11][C:10]=1[O:29][CH2:41][CH:39]1[CH2:38][O:37][C:36]([CH3:43])([CH3:35])[O:40]1)[CH2:4][CH2:5][CH2:6][CH2:7][CH3:8] |f:0.1|. Procedure: To a suspension of 2.27 g of prewashed 50% sodium hydride in 65 ml of dimethylformamide was added dropwise a solution of 11.78 g of 2-hexyl-4-tetradecylphenol in 65 ml of dimethylformamide. This mixture was heated for 1/2 hour, then 8.61 g of the mesylate of solketal was added. The mixture was heated at reflux for 3 hours, cooled, quenched carefully with water and extracted several times with ether. The ether extracts were combined, dried and the solvent evaporated, giving 15 g of the desired co...